From a dataset of the Open Reaction Database (ORD), a public repository of structured organic reaction records. describe an organic reaction: reactants, conditions, products, and yield Starting materials: O=C([O-])[O-], O=C(c1ccc(CBr)cc1)c1ccc(Cl)nc1, [K+], [K+], CN(C)C=O, Cc1c(S)nc2ccccn2c1=O. Yields the product Cc1c(SCc2ccc(C(=O)c3ccc(Cl)nc3)cc2)nc2ccccn2c1=O. Reaction SMILES: [C:31](=[O:32])([O-:33])[O-:34].[Cl:14][c:15]1[n:16][cH:17][c:18]([C:19](=[O:20])[c:21]2[cH:22][cH:23][c:24]([CH2:25][Br:26])[cH:27][cH:28]2)[cH:29][cH:30]1.[K+:35].[K+:36].[O:37]=[CH:38][N:39]([CH3:40])[CH3:41].[SH:1][c:2]1[n:3][c:4]2[n:5]([c:6](=[O:9])[c:7]1[CH3:8])[cH:10][cH:11][cH:12][cH:13]2>>[S:1]([c:2]1[n:3][c:4]2[n:5]([c:6](=[O:9])[c:7]1[CH3:8])[cH:10][cH:11][cH:12][cH:13]2)[CH2:25][c:24]1[cH:23][cH:22][c:21]([C:19]([c:18]2[cH:17][n:16][c:15]([Cl:14])[cH:30][cH:29]2)=[O:20])[cH:28][cH:27]1. The reactants are [Al+3], C=CCC(C)(C=C)C(C)=O, [H-], [H-], [H-], [H-], [Li+]. The product is C=CCC(C)(C=C)C(C)O. As a reaction SMILES: [Al+3:12].[CH2:1]([CH:2]=[CH2:3])[C:4]([C:5]([CH3:6])=[O:7])([CH:8]=[CH2:9])[CH3:10].[H-:11].[H-:14].[H-:15].[H-:16].[Li+:13]>>[CH2:1]([CH:2]=[CH2:3])[C:4]([CH:5]([CH3:6])[OH:7])([CH:8]=[CH2:9])[CH3:10].